Dataset: the Open Reaction Database (ORD), a public repository of structured organic reaction records. Task: describe an organic reaction: reactants, conditions, products, and yield Reactants: CC(C)(C)OC(=O)NC1CCC(CNc2nc(NCc3ccccc3OC(F)(F)F)ncc2Br)CC1, ClCCl, O=C(O)C(F)(F)F. Yields the product NC1CCC(CNc2nc(NCc3ccccc3OC(F)(F)F)ncc2Br)CC1. Reaction SMILES: [C:1]([O:2][C:3](=[O:4])[NH:7][CH:8]1[CH2:9][CH2:10][CH:11]([CH2:14][NH:15][c:16]2[n:17][c:18]([NH:23][CH2:24][c:25]3[c:26]([O:31][C:32]([F:33])([F:34])[F:35])[cH:27][cH:28][cH:29][cH:30]3)[n:19][cH:20][c:21]2[Br:22])[CH2:12][CH2:13]1)([CH3:5])([CH3:6])[CH3:36].[Cl:44][CH2:45][Cl:46].[F:37][C:38]([F:39])([F:40])[C:41]([OH:42])=[O:43]>>[NH2:7][CH:8]1[CH2:9][CH2:10][CH:11]([CH2:14][NH:15][c:16]2[n:17][c:18]([NH:23][CH2:24][c:25]3[c:26]([O:31][C:32]([F:33])([F:34])[F:35])[cH:27][cH:28][cH:29][cH:30]3)[n:19][cH:20][c:21]2[Br:22])[CH2:12][CH2:13]1. Starting materials: Cl (hydrochloric acid), C(C)OC1=NN(C=C1CCC(=O)OCC)CC1=CC(=C(C=C1)OCC=1N=C(OC1C)C1=CC=CC=C1)OCC (ethyl 3-[3-ethoxy-1-[3-ethoxy-4-(5-methyl-2-phenyl-4-oxazolylmethoxy)benzyl]-1H-pyrazol-4-yl]propionate), [OH-].[Na+] (sodium hydroxide), O1CCCC1 (tetrahydrofuran). Run in C(C)O (ethanol). Reaction conditions: time 3 hour. Yields the product C(C)OC1=NN(C=C1CCC(=O)O)CC1=CC(=C(C=C1)OCC=1N=C(OC1C)C1=CC=CC=C1)OCC (3-[3-ethoxy-1-[3-ethoxy-4-(5-methyl-2-phenyl-4-oxazolylmethoxy)benzyl]-1H-pyrazol-4-yl]propionic acid). Isolated yield 90.4%. As a reaction SMILES: [CH2:1]([O:3][C:4]1[C:8]([CH2:9][CH2:10][C:11]([O:13]CC)=[O:12])=[CH:7][N:6]([CH2:16][C:17]2[CH:22]=[CH:21][C:20]([O:23][CH2:24][C:25]3[N:26]=[C:27]([C:31]4[CH:36]=[CH:35][CH:34]=[CH:33][CH:32]=4)[O:28][C:29]=3[CH3:30])=[C:19]([O:37][CH2:38][CH3:39])[CH:18]=2)[N:5]=1)[CH3:2].[OH-].[Na+].O1CCCC1.Cl>C(O)C>[CH2:1]([O:3][C:4]1[C:8]([CH2:9][CH2:10][C:11]([OH:13])=[O:12])=[CH:7][N:6]([CH2:16][C:17]2[CH:22]=[CH:21][C:20]([O:23][CH2:24][C:25]3[N:26]=[C:27]([C:31]4[CH:36]=[CH:35][CH:34]=[CH:33][CH:32]=4)[O:28][C:29]=3[CH3:30])=[C:19]([O:37][CH2:38][CH3:39])[CH:18]=2)[N:5]=1)[CH3:2] |f:1.2|. Reported procedure: After a mixture of ethyl 3-[3-ethoxy-1-[3-ethoxy-4-(5-methyl-2-phenyl-4-oxazolylmethoxy)benzyl]-1H-pyrazol-4-yl]propionate (544 mg), 1N aqueous sodium hydroxide solution (3 ml), tetrahydrofuran (6 ml) and ethanol (6 ml) was stirred at room temperature for 3 hours, 1N hydrochloric acid (3 ml) was added to the mixture, and then the mixture was extracted with ethyl acetate. The ethyl acetate layer was washed with saturated aqueous sodium chloride solution, dried (MgSO4) and concentrated. The result... The reactants are CO.C(Cl)Cl (MeOH DCM), ClC=1C(=NC(=NC1)NC1=CC2=C(N(CCNC2=O)C)C=C1)NC1=C(C(=O)NC)C=CC=C1 (2-[5-Chloro-2-(1-methyl-5-oxo-2,3,4,5-tetrahydro-1H-benzo[e][1,4]diazepin-7-ylamino)-pyrimidin-4-ylamino]-N-methylbenzamide). The product is NC1=CC2=C(N(CCNC2=O)C)C=C1 (7-amino-1-methyl-1,2,3,4-tetrahydro-benzo[e][1,4]diazepin-5-one), ClC1=NC=C(C(=N1)NC1=C(C(=O)NC)C=CC=C1)Cl (2-(2,5-dichloro-pyrimidin-4-ylamino)-N-methylbenzamide), ClC=1C(=NC(=NC1)NC1=CC2=C(N(CCNC2=O)C)C=C1)NC1=C(C(=O)NC)C=CC=C1 (2-[5-Chloro-2-(1-methyl-5-oxo-2,3,4,5-tetrahydro-1H-benzo[e][1,4]diazepin-7-ylamino)-pyrimidin-4-ylamino]-N-methylbenzamide). Isolated yield 30.0%. RXN SMILES: [Cl:1][C:2]1[C:3]([NH:22][C:23]2[CH:32]=[CH:31][CH:30]=[CH:29][C:24]=2[C:25]([NH:27][CH3:28])=[O:26])=[N:4][C:5]([NH:8][C:9]2[CH:21]=[CH:20][C:12]3[N:13]([CH3:19])[CH2:14][CH2:15][NH:16][C:17](=[O:18])[C:11]=3[CH:10]=2)=[N:6][CH:7]=1.CO.C(Cl)[Cl:36]>>[NH2:8][C:9]1[CH:21]=[CH:20][C:12]2[N:13]([CH3:19])[CH2:14][CH2:15][NH:16][C:17](=[O:18])[C:11]=2[CH:10]=1.[Cl:36][C:5]1[N:4]=[C:3]([NH:22][C:23]2[CH:32]=[CH:31][CH:30]=[CH:29][C:24]=2[C:25]([NH:27][CH3:28])=[O:26])[C:2]([Cl:1])=[CH:7][N:6]=1.[Cl:1][C:2]1[C:3]([NH:22][C:23]2[CH:32]=[CH:31][CH:30]=[CH:29][C:24]=2[C:25]([NH:27][CH3:28])=[O:26])=[N:4][C:5]([NH:8][C:9]2[CH:21]=[CH:20][C:12]3[N:13]([CH3:19])[CH2:14][CH2:15][NH:16][C:17](=[O:18])[C:11]=3[CH:10]=2)=[N:6][CH:7]=1 |f:1.2|. Procedure details: 2-[5-Chloro-2-(1-methyl-5-oxo-2,3,4,5-tetrahydro-1H-benzo[e][1,4]diazepin-7-ylamino)-pyrimidin-4-ylamino]-N-methylbenzamide. This compound was prepared according to the procedure for Example 417b. From 7-amino-1-methyl-1,2,3,4-tetrahydro-benzo[e][1,4]diazepin-5-one (75 mg, 0.39 mmol) and 2-(2,5-dichloro-pyrimidin-4-ylamino)-N-methylbenzamide (111 mg, 0.37 mmol) was obtained 48 mg (30%) of the title compound following preparative tlc (20% MeOH/DCM); m.p. 235-245° C. (dec.); MS: m/z/=452/454 (M+H)... Reactants: C(C)(C)(C)NC(C1=CC=C(C=C1)C1(C=2N(CCC1)C=NC2)O)=O (N-tert-Butyl-4-(8-hydroxy-5,6,7,8-tetrahydro-imidazo[1,5-a]pyridin-8-yl)-benzamide), Cl (HCl), C([O-])(O)=O.[Na+] (sodium bicarbonate). Product: Cl.C(C)(C)(C)NC(C1=CC=C(C=C1)C=1C=2N(CCC1)C=NC2)=O (N-tert-Butyl-4-(5,6-dihydro-imidazo[1,5-a]pyridin-8-yl)-benzamide hydrochloride). Reaction SMILES: [C:1]([NH:5][C:6](=[O:23])[C:7]1[CH:12]=[CH:11][C:10]([C:13]2(O)[CH2:18][CH2:17][CH2:16][N:15]3[CH:19]=[N:20][CH:21]=[C:14]23)=[CH:9][CH:8]=1)([CH3:4])([CH3:3])[CH3:2].C(=O)(O)[O-].[Na+].[ClH:29]>>[ClH:29].[C:1]([NH:5][C:6](=[O:23])[C:7]1[CH:8]=[CH:9][C:10]([C:13]2[C:14]3[N:15]([CH:19]=[N:20][CH:21]=3)[CH2:16][CH2:17][CH:18]=2)=[CH:11][CH:12]=1)([CH3:4])([CH3:2])[CH3:3] |f:1.2,4.5|. Procedure: A solution of 1.85 mmol of N-tert-Butyl-4-(8-hydroxy-5,6,7,8-tetrahydro-imidazo[1,5-a]pyridin-8-yl)-benzamide in 6 ml of 2M HCl is stirred at 50° C. for 20 hours. The reaction mixture is cooled to room temperature and cautiously adjusted to pH 8 with saturated aqueous sodium bicarbonate solution. The aqueous phase is extracted with dichloromethane (3×)—the combined organic phases are dried with sodium sulphate and evaporated. The crude title compound is obtained as a grey solid. Rt=5.54. Isolated yield 213.2%. The reagents and catalysts are C=1C=CC(=CC1)/C=C/C(=O)/C=C/C2=CC=CC=C2.C=1C=CC(=CC1)/C=C/C(=O)/C=C/C2=CC=CC=C2.C=1C=CC(=CC1)/C=C/C(=O)/C=C/C2=CC=CC=C2.[Pd].[Pd] (Pd2(dba)3), C=1C=CC(=CC1)/C=C/C(=O)/C=C/C2=CC=CC=C2.C=1C=CC(=CC1)/C=C/C(=O)/C=C/C2=CC=CC=C2.C=1C=CC(=CC1)/C=C/C(=O)/C=C/C2=CC=CC=C2.[Pd].[Pd] (tris(dibenzylideneacetone)dipalladium(0)). Yields the product C1(CC1)C(=O)NC1=NC=CC(=C1)OC1=CC(=C(C=C1)NC(OC(C)(C)C)=O)F (tert-butyl N-[4-[[2-(cyclopropanecarbonylamino)-4-pyridyl]oxy]-2-fluoro-phenyl]carbamate). Solvent: O1CCOCC1 (1,4-dioxane). Reported procedure: Dissolve tert-butyl N-[4-[(2-chloro-4-pyridyl)oxy]-2-fluoro-phenyl]carbamate (13 g, 14.7 mmol), cyclopropanecarboxamide (8.1 g, 36.7 mmol) in 1,4-dioxane (240 mL). Then add tris(dibenzylideneacetone)dipalladium(0) [Pd2(dba)3, 1.75 g, 0.73 mmol), (±)-2,2′-bis(diphenylphosphino)-1,1′-binaphthalene (BINAP, 2.38 g, 1.47 mmol) and Cs2CO3 (24.8 g, 29.4 mmol) under N2. Stir the reaction at 100° C. for 12 hrs. Cool to room temperature, filter, and concentrate the filtrate to give the crude product. Puri... RXN SMILES: Cl[C:2]1[CH:7]=[C:6]([O:8][C:9]2[CH:14]=[CH:13][C:12]([NH:15][C:16](=[O:22])[O:17][C:18]([CH3:21])([CH3:20])[CH3:19])=[C:11]([F:23])[CH:10]=2)[CH:5]=[CH:4][N:3]=1.[CH:24]1([C:27]([NH2:29])=[O:28])[CH2:26][CH2:25]1.C1(P(C2C=CC=CC=2)C2C=CC3C(=CC=CC=3)C=2C2C3C(=CC=CC=3)C=CC=2P(C2C=CC=CC=2)C2C=CC=CC=2)C=CC=CC=1.C([O-])([O-])=O.[Cs+].[Cs+]>O1CCOCC1.C1C=CC(/C=C/C(/C=C/C2C=CC=CC=2)=O)=CC=1.C1C=CC(/C=C/C(/C=C/C2C=CC=CC=2)=O)=CC=1.C1C=CC(/C=C/C(/C=C/C2C=CC=CC=2)=O)=CC=1.[Pd].[Pd]>[CH:24]1([C:27]([NH:29][C:2]2[CH:7]=[C:6]([O:8][C:9]3[CH:14]=[CH:13][C:12]([NH:15][C:16](=[O:22])[O:17][C:18]([CH3:21])([CH3:20])[CH3:19])=[C:11]([F:23])[CH:10]=3)[CH:5]=[CH:4][N:3]=2)=[O:28])[CH2:26][CH2:25]1 |f:3.4.5,7.8.9.10.11|. Starting materials: C1(=CC=CC=C1)P(C1=C(C2=CC=CC=C2C=C1)C1=C(C=CC2=CC=CC=C12)P(C1=CC=CC=C1)C1=CC=CC=C1)C1=CC=CC=C1 ((±)-2,2′-bis(diphenylphosphino)-1,1′-binaphthalene), C(=O)([O-])[O-].[Cs+].[Cs+] (Cs2CO3), ClC1=NC=CC(=C1)OC1=CC(=C(C=C1)NC(OC(C)(C)C)=O)F (tert-butyl N-[4-[(2-chloro-4-pyridyl)oxy]-2-fluoro-phenyl]carbamate), C1(CC1)C(=O)N (cyclopropanecarboxamide). Starting materials: CI, CC1(C)COC(c2c(Cl)cc(Cl)cc2-c2ccc(F)cc2)=N1, C[N+](=O)[O-]. Yields the product CN1[CH2+](c2c(Cl)cc(Cl)cc2-c2ccc(F)cc2)OCC1(C)C, [I-]. Reaction SMILES: [CH3:23][I:24].[Cl:1][c:2]1[c:3]([C:16]2=[N:20][C:19]([CH3:21])([CH3:22])[CH2:18][O:17]2)[c:4](-[c:9]2[cH:10][cH:11][c:12]([F:15])[cH:13][cH:14]2)[cH:5][c:6]([Cl:8])[cH:7]1.[N+:25]([CH3:26])([O-:27])=[O:28]>>[Cl:1][c:2]1[c:3]([CH2+:16]2[O:17][CH2:18][C:19]([CH3:21])([CH3:22])[N:20]2[CH3:23])[c:4](-[c:9]2[cH:10][cH:11][c:12]([F:15])[cH:13][cH:14]2)[cH:5][c:6]([Cl:8])[cH:7]1.[I-:24].